Dataset: the Open Reaction Database (ORD), a public repository of structured organic reaction records. Task: describe an organic reaction: reactants, conditions, products, and yield Reactants: FC(OC=1C=C(C=O)C=CC1)(F)F (3-(trifluoromethoxy)benzaldehyde), C1(=CC=CC=C1)[Mg]Br (phenylmagnesium bromide). The solvent is CCOC(=O)C (EtOAc), C1CCOC1 (THF). Run at temperature 80 celsius, time 3 hour. Product: C1(=CC=CC=C1)C(O)C1=CC(=CC=C1)OC(F)(F)F (phenyl(3-(trifluoromethoxy)phenyl)methanol). The yield is 74.1%. RXN SMILES: [F:1][C:2]([F:13])([F:12])[O:3][C:4]1[CH:5]=[C:6]([CH:9]=[CH:10][CH:11]=1)[CH:7]=[O:8].[C:14]1([Mg]Br)[CH:19]=[CH:18][CH:17]=[CH:16][CH:15]=1>C1COCC1.CCOC(C)=O>[C:14]1([CH:7]([C:6]2[CH:9]=[CH:10][CH:11]=[C:4]([O:3][C:2]([F:12])([F:13])[F:1])[CH:5]=2)[OH:8])[CH:19]=[CH:18][CH:17]=[CH:16][CH:15]=1. Reported procedure: To a solution of 3-(trifluoromethoxy)benzaldehyde (1.30 g, 6.84 mmol) in anhydrous THF (50 mL) was added phenylmagnesium bromide (1.0 M, 17 mL, 17 mmol) dropwise at 0° C. The resulting mixture was stirred at 80° C. for 3 h. The mixture was cooled to room temperature and diluted with EtOAc (100 mL). The organic layer was washed with saturated NH4Cl (50 mL) and brine (50×2 mL), dried over anhydrous sodium sulfate, filtered and concentrated. The residue was purified by reverse phase Combiflash (50%...